From a dataset of the Open Reaction Database (ORD), a public repository of structured organic reaction records. describe an organic reaction: reactants, conditions, products, and yield Reactants: ClCCl, OCCCN1CCCC1, CC(C)OC(=O)N=NC(=O)OC(C)C, Cc1cc2cc(Oc3ncnc4cc(O)ccc34)ccc2[nH]1, c1ccc(P(c2ccccc2)c2ccccc2)cc1. Product: Cc1cc2cc(Oc3ncnc4cc(OCCCN5CCCC5)ccc34)ccc2[nH]1. Reaction SMILES: [CH2:65]([Cl:66])[Cl:67].[N:56]1([CH2:61][CH2:62][CH2:63][OH:64])[CH2:57][CH2:58][CH2:59][CH2:60]1.[O:1]=[C:2]([O:3][CH:4]([CH3:5])[CH3:6])[N:7]=[N:8][C:9]([O:10][CH:11]([CH3:12])[CH3:13])=[O:14].[OH:15][c:16]1[cH:17][cH:18][c:19]2[c:20]([O:26][c:27]3[cH:28][c:29]4[cH:30][c:31]([CH3:36])[nH:32][c:33]4[cH:34][cH:35]3)[n:21][cH:22][n:23][c:24]2[cH:25]1.[c:37]1([P:38]([c:39]2[cH:40][cH:41][cH:42][cH:43][cH:44]2)[c:45]2[cH:46][cH:47][cH:48][cH:49][cH:50]2)[cH:51][cH:52][cH:53][cH:54][cH:55]1>>[O:15]([c:16]1[cH:17][cH:18][c:19]2[c:20]([O:26][c:27]3[cH:28][c:29]4[cH:30][c:31]([CH3:36])[nH:32][c:33]4[cH:34][cH:35]3)[n:21][cH:22][n:23][c:24]2[cH:25]1)[CH2:63][CH2:62][CH2:61][N:56]1[CH2:57][CH2:58][CH2:59][CH2:60]1. Reactants: N1N=CC2=CC(=CC=C12)C(CC)=O (1-(1H-indazol-5-yl)propan-1-one), ClCCOC1=CC=C(C=C1)C(=O)C1=CC=C(C=C1)O ((4-(2-chloroethoxy)phenyl)(4-hydroxyphenyl)methanone). Reagents/catalysts: [Zn] (Zn), Cl[Ti](Cl)(Cl)Cl (TiCl4). Solvent: C1CCOC1 (THF), C1CCOC1 (THF). The product is ClCCOC1=CC=C(C=C1)C(=C(CC)C=1C=C2C=NNC2=CC1)C1=CC=C(C=C1)O (4-(1-(4-(2-chloroethoxy)phenyl)-2-(1H-indazol-5-yl)but-1-enyl)-phenol). Isolated yield 28.3%. RXN SMILES: [NH:1]1[C:9]2[C:4](=[CH:5][C:6]([C:10](=O)[CH2:11][CH3:12])=[CH:7][CH:8]=2)[CH:3]=[N:2]1.[Cl:14][CH2:15][CH2:16][O:17][C:18]1[CH:23]=[CH:22][C:21]([C:24]([C:26]2[CH:31]=[CH:30][C:29]([OH:32])=[CH:28][CH:27]=2)=O)=[CH:20][CH:19]=1>C1COCC1.[Zn].Cl[Ti](Cl)(Cl)Cl>[Cl:14][CH2:15][CH2:16][O:17][C:18]1[CH:23]=[CH:22][C:21]([C:24]([C:26]2[CH:31]=[CH:30][C:29]([OH:32])=[CH:28][CH:27]=2)=[C:10]([C:6]2[CH:5]=[C:4]3[C:9](=[CH:8][CH:7]=2)[NH:1][N:2]=[CH:3]3)[CH2:11][CH3:12])=[CH:20][CH:19]=1. Reported procedure: To a stirred mixture of Zn power (1.65 g, 10.0 eq) in dry THF at rt under N2 was slowly added TiCl4 (4.0 eq, 1.1 mL). The resulting mixture was heated at reflux for 1 h and cooled to rt. A mixture of 1-(1H-indazol-5-yl)propan-1-one (1.3 g, 3.0 eq) and (4-(2-chloroethoxy)phenyl)(4-hydroxyphenyl)methanone (0.7 g, 1.0 eq) in dry THF was added, warmed to 80° C., refluxed for additional 1 h, quenched with Na2CO3 (aq), and extracted with EtOAc. The extract was dried, concentrated, and purified by colu... Starting materials: ClC(Cl)(OC(OC(Cl)(Cl)Cl)=O)Cl (triphosgene), NC1=C(C(=O)O)C(=C(C(=C1OC)F)I)C (2-amino-4-fluoro-5-iodo-3-methoxy-6-methylbenzoic acid). Solvent: O1CCCC1 (tetrahydrofuran). Run at temperature 40 celsius, time 16 hour. The product is FC=1C(=C(C2=C(NC(OC2=O)=O)C1OC)C)I (7-Fluoro-6-iodo-8-methoxy-5-methyl-1H-benzo[d][1,3]oxazine-2,4-dione). Reaction SMILES: Cl[C:2](Cl)([O:4]C(=O)OC(Cl)(Cl)Cl)Cl.[NH2:13][C:14]1[C:22]([O:23][CH3:24])=[C:21]([F:25])[C:20]([I:26])=[C:19]([CH3:27])[C:15]=1[C:16]([OH:18])=[O:17]>O1CCCC1>[F:25][C:21]1[C:20]([I:26])=[C:19]([CH3:27])[C:15]2[C:16](=[O:18])[O:17][C:2](=[O:4])[NH:13][C:14]=2[C:22]=1[O:23][CH3:24]. Procedure: Under nitrogen atmosphere, triphosgene (1.5 g, 5.04 mmol) was added to a tetrahydrofuran (200 ml) solution of 2-amino-4-fluoro-5-iodo-3-methoxy-6-methylbenzoic acid (I-30) (4.1 g, 12.6 mmol), followed by stirring at 40° C. for 16 hours. Reactants: FC1=CC=C(C=C1)CNC1=CC=C(C=C1)S(=O)(=O)[O-].[Na+] (sodium 4-(((4-fluorophenyl)methyl)amino)benzenesulfonate), [OH-].[Na+] (sodium hydroxide), ClC1=CC=C(CCl)C=C1 (4-chlorobenzyl chloride), Cl (hydrochloric acid). The solvent is O (water), C(C)OCC (diethyl ether). Run at temperature 85 celsius, time 20 hour. Yields the product ClC1=CC=C(C=C1)CN(C1=CC=C(C=C1)S(=O)(=O)O)CC1=CC=C(C=C1)F (4-(((4-chlorophenyl)methyl)((4-fluorophenyl)-methyl)amino)benzenesulfonic acid). RXN SMILES: [F:1][C:2]1[CH:7]=[CH:6][C:5]([CH2:8][NH:9][C:10]2[CH:15]=[CH:14][C:13]([S:16]([O-:19])(=[O:18])=[O:17])=[CH:12][CH:11]=2)=[CH:4][CH:3]=1.[Na+].[OH-].[Na+].[Cl:23][C:24]1[CH:31]=[CH:30][C:27]([CH2:28]Cl)=[CH:26][CH:25]=1.Cl>O.C(OCC)C>[Cl:23][C:24]1[CH:31]=[CH:30][C:27]([CH2:28][N:9]([CH2:8][C:5]2[CH:4]=[CH:3][C:2]([F:1])=[CH:7][CH:6]=2)[C:10]2[CH:15]=[CH:14][C:13]([S:16]([OH:19])(=[O:17])=[O:18])=[CH:12][CH:11]=2)=[CH:26][CH:25]=1 |f:0.1,2.3|. Procedure details: A mixture of 16.0 g (0.053 mole) of sodium 4-(((4-fluorophenyl)methyl)amino)benzenesulfonate in 200 ml of water, 4.5 g (0.053 mole) of 50 percent sodium hydroxide and 9.75 g (0.06 mole) of 4-chlorobenzyl chloride was stirred at about 85° C. for 20 hours. The reaction mixture was cooled and then treated with diethyl ether. The aqueous layer was heated and acidified with concentrated hydrochloric acid. A light tan powder precipitated. Recrystallization gave the product 4-(((4-chlorophenyl)methyl)(... Starting materials: C(C1=CC=CC=C1)OC(=O)NCCN(CCC[C@@H](C(=O)OC(C)(C)C)N(C(=O)OC(C)(C)C)C(=O)OC(C)(C)C)CCNC(=O)OCC1=CC=CC=C1 (tert-butyl (2S)-5-[bis(2-{[(benzyloxy)carbonyl]amino}ethyl)amino]-2-{bis[(tert-butoxy)carbonyl]amino}pentanoate), Cl (HCl), C(C)OCC (ethyl ether). Run in CCOC(=O)C (EtOAc). Conditions: time 30 minute. Product: C(C)(C)(C)[C@](C(=O)O)(CCCN(CCNC(=O)OCC1=CC=CC=C1)CCNC(=O)OCC1=CC=CC=C1)N (tert-butyl (2S)-5-[bis(2-{[(benzyloxy)carbonyl]amino}ethyl)amino]-2-aminopentanoic acid). Yield: 78.0%. RXN SMILES: [CH2:1]([O:8][C:9]([NH:11][CH2:12][CH2:13][N:14]([CH2:41][CH2:42][NH:43][C:44]([O:46][CH2:47][C:48]1[CH:53]=[CH:52][CH:51]=[CH:50][CH:49]=1)=[O:45])[CH2:15][CH2:16][CH2:17][C@H:18]([N:26](C(OC(C)(C)C)=O)C(OC(C)(C)C)=O)[C:19]([O:21]C(C)(C)C)=[O:20])=[O:10])[C:2]1[CH:7]=[CH:6]C=C[CH:3]=1.Cl.C(O[CH2:58][CH3:59])C>CCOC(C)=O>[C:2]([C@@:18]([NH2:26])([CH2:17][CH2:16][CH2:15][N:14]([CH2:13][CH2:12][NH:11][C:9]([O:8][CH2:1][C:2]1[CH:7]=[CH:6][CH:59]=[CH:58][CH:3]=1)=[O:10])[CH2:41][CH2:42][NH:43][C:44]([O:46][CH2:47][C:48]1[CH:49]=[CH:50][CH:51]=[CH:52][CH:53]=1)=[O:45])[C:19]([OH:21])=[O:20])([CH3:7])([CH3:3])[CH3:1]. Procedure: To a solution of tert-butyl (2S)-5-[bis(2-{[(benzyloxy)carbonyl]amino}ethyl)amino]-2-{bis[(tert-butoxy)carbonyl]amino}pentanoate XXII (3.00 g, 4.04 mmol) in EtOAc (20 mL) was added HCl (3.5 M solution in EtOAc, 20 mL). The reaction mixture was stirred for 30 min at room temperature before adding ethyl ether (about 50 mL). The precipitate was filtered and washed with ether to give tert-butyl (2S)-5-[bis(2-{[(benzyloxy)carbonyl]amino}ethyl)amino]-2-aminopentanoic acid as a white crystalline solid ... Reactants: [N+](=O)([O-])C1=CC=C(C=C1)SC1CCN(CC1)C(=O)OC(C)(C)C (tert-Butyl 4-(4-nitrophenylthio)piperidine-1-carboxylate). Reagents/catalysts: [Pd] (palladium). Run in C(C)O (ethanol). Reaction conditions: time 2 hour. Yields the product NC1=CC=C(C=C1)SC1CCN(CC1)C(=O)OC(C)(C)C (tert-Butyl 4-(4-aminophenylthio)piperidine-1-carboxylate). Yield: 108.3%. RXN SMILES: [N+:1]([C:4]1[CH:9]=[CH:8][C:7]([S:10][CH:11]2[CH2:16][CH2:15][N:14]([C:17]([O:19][C:20]([CH3:23])([CH3:22])[CH3:21])=[O:18])[CH2:13][CH2:12]2)=[CH:6][CH:5]=1)([O-])=O>C(O)C.[Pd]>[NH2:1][C:4]1[CH:9]=[CH:8][C:7]([S:10][CH:11]2[CH2:12][CH2:13][N:14]([C:17]([O:19][C:20]([CH3:23])([CH3:22])[CH3:21])=[O:18])[CH2:15][CH2:16]2)=[CH:6][CH:5]=1. Procedure details: tert-Butyl 4-(4-nitrophenylthio)piperidine-1-carboxylate (8.56 mmol, 2.8973 g) and palladium (3.77 mmol, 0.401 g) were combined in ethanol (30 mL) and the reaction mixture hydrogenated at 5 bar for 2 hours. The reaction mixture was filtered and concentrated under vacuum, reaction incomplete. Hydrogenation resumed with fresh palladium and left overnight. The reaction mixture was filtered and concentrated under vacuum to afford the title compound (2.86 g). Starting materials: BrCC1=NC(=CC(=C1C(=O)OCC)C1=CC(=CC=C1)[N+](=O)[O-])C1=CC=CC=C1 (ethyl 2-bromomethyl-4-(3-nitrophenyl)-6-phenyl-3-pyridinecarboxylate), CN(CCN)C (2-dimethylaminoethylamine). The solvent is C(C)(C)O (isopropyl alcohol). Product: CN(CCN1CC2=NC(=CC(=C2C1=O)C1=CC(=CC=C1)[N+](=O)[O-])C1=CC=CC=C1)C (6-(2-dimethylaminoethyl)-4-(3-nitrophenyl)-5-oxo- 2-phenyl-5,7-dihydro-(6H)-pyrrolo[3,4-b]pyridine). Isolated yield 35.8%. As a reaction SMILES: Br[CH2:2][C:3]1[C:8]([C:9]([O:11]CC)=O)=[C:7]([C:14]2[CH:19]=[CH:18][CH:17]=[C:16]([N+:20]([O-:22])=[O:21])[CH:15]=2)[CH:6]=[C:5]([C:23]2[CH:28]=[CH:27][CH:26]=[CH:25][CH:24]=2)[N:4]=1.[CH3:29][N:30]([CH3:34])[CH2:31][CH2:32][NH2:33]>C(O)(C)C>[CH3:29][N:30]([CH3:34])[CH2:31][CH2:32][N:33]1[C:9](=[O:11])[C:8]2[C:3](=[N:4][C:5]([C:23]3[CH:28]=[CH:27][CH:26]=[CH:25][CH:24]=3)=[CH:6][C:7]=2[C:14]2[CH:19]=[CH:18][CH:17]=[C:16]([N+:20]([O-:22])=[O:21])[CH:15]=2)[CH2:2]1. Procedure: A mixture of ethyl 2-bromomethyl-4-(3-nitrophenyl)-6-phenyl-3-pyridinecarboxylate (1.5 g) and 2-dimethylaminoethylamine (0.6 g) in isopropyl alcohol (15 ml) was refluxed for 1 hour. The reaction mixture was evaporated in vacuo and the residue was dissolved in a mixture of water (20 ml) and chloroform (40 ml). The organic layer was washed with water and dried over magnesium sulfate. The solvent was distilled off. The residue was subjected to a column chromatography on silica gel, eluting with a m... Reactants: CC1CN(c2cc(=O)c3cc(C(=O)N(C)C)cc(C(C)Br)c3o2)CCO1, Nc1ccc(F)cc1. Product: CC1CN(c2cc(=O)c3cc(C(=O)N(C)C)cc(C(C)Nc4ccc(F)cc4)c3o2)CCO1. RXN SMILES: [Br:1][CH:2]([CH3:3])[c:4]1[cH:5][c:6]([C:22](=[O:23])[N:24]([CH3:25])[CH3:26])[cH:7][c:8]2[c:9](=[O:21])[cH:10][c:11]([N:14]3[CH2:15][CH:16]([CH3:20])[O:17][CH2:18][CH2:19]3)[o:12][c:13]12.[NH2:27][c:28]1[cH:29][cH:30][c:31]([F:32])[cH:33][cH:34]1>>[CH:2]([CH3:3])([c:4]1[cH:5][c:6]([C:22](=[O:23])[N:24]([CH3:25])[CH3:26])[cH:7][c:8]2[c:9](=[O:21])[cH:10][c:11]([N:14]3[CH2:15][CH:16]([CH3:20])[O:17][CH2:18][CH2:19]3)[o:12][c:13]12)[NH:27][c:28]1[cH:29][cH:30][c:31]([F:32])[cH:33][cH:34]1.